Dataset: the Open Reaction Database (ORD), a public repository of structured organic reaction records. Task: describe an organic reaction: reactants, conditions, products, and yield Starting materials: COC(=O)c1ccccc1N, O=C(Cl)Cl, ClCCl. Product: COC(=O)c1ccccc1NC(=O)Cl. RXN SMILES: [C:1]([c:2]1[c:3]([NH2:4])[cH:5][cH:6][cH:7][cH:8]1)(=[O:9])[O:10][CH3:11].[Cl:12][C:13]([Cl:14])=[O:15].[Cl:16][CH2:17][Cl:18]>>[C:1]([c:2]1[c:3]([NH:4][C:13]([Cl:12])=[O:15])[cH:5][cH:6][cH:7][cH:8]1)(=[O:9])[O:10][CH3:11]. The reactants are CCCc1c(OCCOCCOc2ccc3ccc(OCC(=O)OC)cc3c2C(C)=O)ccc(C(C)=O)c1O, CO, [Na+], [OH-]. Product: CCCc1c(OCCOCCOc2ccc3ccc(OCC(=O)O)cc3c2C(C)=O)ccc(C(C)=O)c1O. Reaction SMILES: [CH3:1][O:2][C:3]([CH2:4][O:5][c:6]1[cH:7][c:8]2[c:9]([C:36]([CH3:37])=[O:38])[c:10]([O:16][CH2:17][CH2:18][O:19][CH2:20][CH2:21][O:22][c:23]3[c:24]([CH2:33][CH2:34][CH3:35])[c:25]([OH:32])[c:26]([C:29]([CH3:30])=[O:31])[cH:27][cH:28]3)[cH:11][cH:12][c:13]2[cH:14][cH:15]1)=[O:39].[CH3:42][OH:43].[Na+:41].[OH-:40]>>[O:2]=[C:3]([CH2:4][O:5][c:6]1[cH:7][c:8]2[c:9]([C:36]([CH3:37])=[O:38])[c:10]([O:16][CH2:17][CH2:18][O:19][CH2:20][CH2:21][O:22][c:23]3[c:24]([CH2:33][CH2:34][CH3:35])[c:25]([OH:32])[c:26]([C:29]([CH3:30])=[O:31])[cH:27][cH:28]3)[cH:11][cH:12][c:13]2[cH:14][cH:15]1)[OH:39]. Reaction conditions: temperature 0 celsius, time 5 minute. Starting materials: ClC1=C(C#N)C=C(C=C1OC1=C(C=CC=2N(N=NC21)CC2=NNC1=NC=CC=C12)Cl)Cl (2,5-dichloro-3-{[5-chloro-1-(1H-pyrazolo[3,4-b]pyridin-3-ylmethyl)-1H-1,2,3-benzotriazol-4-yl]oxy}benzonitrile), [H-].[H-].[H-].[H-].[Li+].[Al+3] (LAH). The product is ClC1=C(C=C(C=C1OC1=C(C=CC=2N(N=NC21)CC2=NNC1=NC=CC=C12)Cl)Cl)CN (1-(2,5-dichloro-3-{[5-chloro-1-(1H-pyrazolo[3,4-b]pyridin-3-ylmethyl)-1H-1,2,3-benzotriazol-4-yl]oxy}phenyl)methanamine). RXN SMILES: [Cl:1][C:2]1[C:9]([O:10][C:11]2[C:19]3[N:18]=[N:17][N:16]([CH2:20][C:21]4[C:29]5[C:24](=[N:25][CH:26]=[CH:27][CH:28]=5)[NH:23][N:22]=4)[C:15]=3[CH:14]=[CH:13][C:12]=2[Cl:30])=[CH:8][C:7]([Cl:31])=[CH:6][C:3]=1[C:4]#[N:5].[H-].[H-].[H-].[H-].[Li+].[Al+3]>C1COCC1>[Cl:1][C:2]1[C:9]([O:10][C:11]2[C:19]3[N:18]=[N:17][N:16]([CH2:20][C:21]4[C:29]5[C:24](=[N:25][CH:26]=[CH:27][CH:28]=5)[NH:23][N:22]=4)[C:15]=3[CH:14]=[CH:13][C:12]=2[Cl:30])=[CH:8][C:7]([Cl:31])=[CH:6][C:3]=1[CH2:4][NH2:5] |f:1.2.3.4.5.6|. The solvent is C1CCOC1 (THF), C1CCOC1 (THF). Reported procedure: 2,5-dichloro-3-{[5-chloro-1-(1H-pyrazolo[3,4-b]pyridin-3-ylmethyl)-1H-1,2,3-benzotriazol-4-yl]oxy}benzonitrile (283 mg, 0.601 mmol) was dissolved in dry THF (30 mL), cooled to 0° C., and LAH solution (1.20 mL, 1.20 mmol) in THF (1.2 mL) was added. The reaction mixture was allowed to warm to room temperature, and after 2 hours the mixture was cooled to 0° C. and quenched with EtOAc (50 mL). To this mixture was added saturated aqueous Na2SO4 (3 mL), followed 5 minutes later by the addition of wate... Yields the product CCCCCCCC[P+](C)(CC)CCCCCCCC, [Cl-]. Reactants: CCCCCCCCP(CC)CCCCCCCC, CCl. RXN SMILES: [CH2:1]([CH2:2][CH2:3][CH2:4][CH2:5][CH2:6][CH2:7][CH3:8])[P:9]([CH2:10][CH3:11])[CH2:12][CH2:13][CH2:14][CH2:15][CH2:16][CH2:17][CH2:18][CH3:19].[CH3:20][Cl:21]>>[CH2:1]([CH2:2][CH2:3][CH2:4][CH2:5][CH2:6][CH2:7][CH3:8])[P+:9]([CH2:10][CH3:11])([CH2:12][CH2:13][CH2:14][CH2:15][CH2:16][CH2:17][CH2:18][CH3:19])[CH3:20].[Cl-:21]. Reactants: CN1C(CC[C@@]2(C3=C(CC[C@@H]12)C=C(C=C3)S)C)=O ((+)-(4aR)-(10bR)-4-methyl-8-mercapto-10b-methyl-1,2,3,4,4a,-5,6,10b-octahydrobenzo[f]quinolin-3-one), C([O-])([O-])=O.[K+].[K+] (potassium carbonate), BrC1=NC=C(C=C1)[N+](=O)[O-] (2-bromo-5-nitropyridine), CN(C=O)C (dimethylformamide). Solvent: C(C)(=O)OCC (ethyl acetate). Product: CN1C(CC[C@@]2(C3=C(CC[C@@H]12)C=C(C=C3)SC3=NC=C(C=C3)[N+](=O)[O-])C)=O ((+)-(4aR)-(10bR)-4-methyl-8-(5-nitro-2-pyridinylthio)-10b-methyl-1,2,3,4,4a, 5,6,10b-octahydrobenzo [f]quinolin-3-one). The yield is 72.7%. Reaction SMILES: [CH3:1][N:2]1[C@H:11]2[C@@:6]([CH3:17])([C:7]3[CH:15]=[CH:14][C:13]([SH:16])=[CH:12][C:8]=3[CH2:9][CH2:10]2)[CH2:5][CH2:4][C:3]1=[O:18].C(=O)([O-])[O-].[K+].[K+].Br[C:26]1[CH:31]=[CH:30][C:29]([N+:32]([O-:34])=[O:33])=[CH:28][N:27]=1.CN(C)C=O>C(OCC)(=O)C>[CH3:1][N:2]1[C@H:11]2[C@@:6]([CH3:17])([C:7]3[CH:15]=[CH:14][C:13]([S:16][C:26]4[CH:31]=[CH:30][C:29]([N+:32]([O-:34])=[O:33])=[CH:28][N:27]=4)=[CH:12][C:8]=3[CH2:9][CH2:10]2)[CH2:5][CH2:4][C:3]1=[O:18] |f:1.2.3|. Procedure: A 15 mL round bottom flask was charged with (+)-(4aR)-(10bR)-4-methyl-8-mercapto-10b-methyl-1,2,3,4,4a,-5,6,10b-octahydrobenzo[f]quinolin-3-one (100 mg, 0.38 mmol), potassium carbonate (158 mg, 1.14 mmol), 2-bromo-5-nitropyridine (93 mg, 0.46 mmol) and 1.5 mL of anhydrous dimethylformamide, fitted with a reflux condenser, and the stirred mixture was heated at 60°, under nitrogen, for 18 h. The mixture was cooled, diluted with ethyl acetate (75 mL) and washed with brine (2×25 mL). The combined or... The reactants are C=1(C(=CC=CC1)S(=O)(=O)C[N+]#[C-])C (toluenesulfonylmethylisocyanide), C(C1=CC=CC=C1)OC1=C(C=O)C=CC=N1 (2-(benzyloxy)nicotinaldehyde), CC(C)([O-])C.[K+] (potassium t-butoxide), CO (Methanol). Solvent: O (water), C(OC)COC (dimethoxyethane), C(OC)COC (dimethoxyethane), C(OC)COC (dimethoxyethane). Reaction conditions: temperature -78 celsius, time 1 hour. The product is C(C1=CC=CC=C1)OC1=NC=CC=C1CC#N (2-(2-benzyloxy-3-pyridyl)acetonitrile). Reaction SMILES: CC(C)([O-])C.[K+].C1(C)C(S([CH2:16][N+:17]#[C-])(=O)=O)=CC=CC=1.[CH2:20]([O:27][C:28]1[N:35]=[CH:34][CH:33]=[CH:32][C:29]=1[CH:30]=O)[C:21]1[CH:26]=[CH:25][CH:24]=[CH:23][CH:22]=1.CO>C(COC)OC.O>[CH2:20]([O:27][C:28]1[C:29]([CH2:30][C:16]#[N:17])=[CH:32][CH:33]=[CH:34][N:35]=1)[C:21]1[CH:26]=[CH:25][CH:24]=[CH:23][CH:22]=1 |f:0.1|. Procedure details: To a mixture of potassium t-butoxide (4.52 g) and dimethoxyethane (20 mL) was added a solution (20 mL) of toluenesulfonylmethylisocyanide (4.12 g) in dimethoxyethane at −78° C. Further, a solution (20 mL) of 2-(benzyloxy)nicotinaldehyde (4.12 g) in dimethoxyethane was added to the reaction mixture. The reaction mixture was stirred at −78° C. for 1 hr. Methanol (20 mL) was added to the reaction mixture at room temperature and the mixture was heated under reflux for 30 min. To the reaction mixture... Reactants: C[C@@H]1CN(C[C@@H](N1)C)CC(=O)NC1=C(C(=CC=C1)F)C (cis-(3,5-Dimethylpiperazin-1-yl)-N-(2-methyl-3-fluorophenyl)acetamide), CS(=O)(=O)C1=C(C=CC=C1)S(=O)(=O)Cl (2-methanesulphonylbenzenesulphonyl chloride). Yields the product CS(=O)(=O)C1=C(C=CC=C1)S(=O)(=O)N1[C@@H](CN(C[C@@H]1C)CC(=O)NC1=C(C(=CC=C1)F)C)C (cis-2-[4-(2-Methanesulphonylbenzenesulphonyl)-3,5-dimethylpiperazin-1-yl]-N-(3-fluoro-2-methylphenyl)acetamide). As a reaction SMILES: [CH3:1][C@H:2]1[NH:7][C@@H:6]([CH3:8])[CH2:5][N:4]([CH2:9][C:10]([NH:12][C:13]2[CH:18]=[CH:17][CH:16]=[C:15]([F:19])[C:14]=2[CH3:20])=[O:11])[CH2:3]1.[CH3:21][S:22]([C:25]1[CH:30]=[CH:29][CH:28]=[CH:27][C:26]=1[S:31](Cl)(=[O:33])=[O:32])(=[O:24])=[O:23]>>[CH3:21][S:22]([C:25]1[CH:30]=[CH:29][CH:28]=[CH:27][C:26]=1[S:31]([N:7]1[C@@H:2]([CH3:1])[CH2:3][N:4]([CH2:9][C:10]([NH:12][C:13]2[CH:18]=[CH:17][CH:16]=[C:15]([F:19])[C:14]=2[CH3:20])=[O:11])[CH2:5][C@H:6]1[CH3:8])(=[O:33])=[O:32])(=[O:24])=[O:23]. Reported procedure: The title compound was prepared from the product of Example 60 step (i) (0.503 mmol) and 2-methanesulphonylbenzenesulphonyl chloride (0.503 mmol) by the method of Example 58 step (ii) as a white solid. Yield: 17 mg Reactants: CC(=O)O, COC(=O)C1(C)Cc2ccccc2C1=O, [H][H], O=S(=O)(O)O. The product is COC(=O)C1(C)Cc2ccccc2C1. As a reaction SMILES: [CH3:18][C:19](=[O:20])[OH:21].[CH3:1][C:2]1([C:12](=[O:13])[O:14][CH3:15])[C:3](=[O:11])[c:4]2[cH:5][cH:6][cH:7][cH:8][c:9]2[CH2:10]1.[H:16][H:17].[S:22](=[O:23])(=[O:24])([OH:25])[OH:26]>>[CH3:1][C:2]1([C:12](=[O:13])[O:14][CH3:15])[CH2:3][c:4]2[cH:5][cH:6][cH:7][cH:8][c:9]2[CH2:10]1. The reactants are [Si](C)(C)(C(C)(C)C)O[C@@H]1C[C@H]2CN(C3=C(C(N2C1)=O)C=CC=C3)C(C3=CC=C(C=C3)NC(C3=C(C=CC=C3)C3=CC=CC=C3)=O)=O ((2R,11aS)-2-(tert-butyldimethylsilyloxy)-10-[4-[(2-phenylbenzoyl)amino]benzoyl]-1,2,3,10,11,11a-hexahydro-5H-pyrrolo[2,1-c][1,4]benzodiazepin-5-one), [F-].C(CCC)[N+](CCCC)(CCCC)CCCC (tetrabutylammonium fluoride). The solvent is O1CCCC1 (tetrahydrofuran), C(C)(=O)OCC (ethyl acetate), O1CCCC1 (tetrahydrofuran). Reaction conditions: time 30 minute. The product is O[C@@H]1C[C@H]2CN(C3=C(C(N2C1)=O)C=CC=C3)C(C3=CC=C(C=C3)NC(C3=C(C=CC=C3)C3=CC=CC=C3)=O)=O ((2R,11aS)-2-Hydroxy-10-[4-[(2-Phenylbenzoyl) Amino]Benzoyl]-1,2,3,10,11,11a-Hexahydro-5H-Pyrrolo[2,1-c][1,4]Benzodiazepin-5-One). Yield: 90.5%. Reaction SMILES: [Si]([O:8][C@H:9]1[CH2:18][N:17]2[C@H:11]([CH2:12][N:13]([C:24](=[O:46])[C:25]3[CH:30]=[CH:29][C:28]([NH:31][C:32](=[O:45])[C:33]4[CH:38]=[CH:37][CH:36]=[CH:35][C:34]=4[C:39]4[CH:44]=[CH:43][CH:42]=[CH:41][CH:40]=4)=[CH:27][CH:26]=3)[C:14]3[CH:23]=[CH:22][CH:21]=[CH:20][C:15]=3[C:16]2=[O:19])[CH2:10]1)(C(C)(C)C)(C)C.[F-].C([N+](CCCC)(CCCC)CCCC)CCC>O1CCCC1.C(OCC)(=O)C>[OH:8][C@H:9]1[CH2:18][N:17]2[C@H:11]([CH2:12][N:13]([C:24](=[O:46])[C:25]3[CH:30]=[CH:29][C:28]([NH:31][C:32](=[O:45])[C:33]4[CH:38]=[CH:37][CH:36]=[CH:35][C:34]=4[C:39]4[CH:44]=[CH:43][CH:42]=[CH:41][CH:40]=4)=[CH:27][CH:26]=3)[C:14]3[CH:23]=[CH:22][CH:21]=[CH:20][C:15]=3[C:16]2=[O:19])[CH2:10]1 |f:1.2|. Procedure details: To a solution of (2R,11aS)-2-(tert-butyldimethylsilyloxy)-10-[4-[(2-phenylbenzoyl)amino]benzoyl]-1,2,3,10,11,11a-hexahydro-5H-pyrrolo[2,1-c][1,4]benzodiazepin-5-one (5.53 g) prepared in Reference Example 68 in tetrahydrofuran (20 ml), there was dropwise added, with ice-cooling, a solution of tetrabutylammonium fluoride (4.54 g) in tetrahydrofuran (50 ml) over 5 minutes and the reaction solution was stirred at room temperature for 30 minutes. After the reaction solution was diluted with ethyl ace... The reactants are C(C1=CC=CC=C1)OC(=O)NS(=O)(=O)C1=CC=C(C(=O)OC)C=C1 (methyl 4-({[(benzyloxy)carbonyl]amino}-sulfonyl)benzoate), [OH-] (hydroxide). Run in CO (methanol). Conditions: time 35 minute. Product: C(C1=CC=CC=C1)OC(=O)NS(=O)(=O)C1=CC=C(C(=O)O)C=C1 (4-({[(Benzyloxy)carbonyl]amino}sulfonyl)benzoic acid), crystal. As a reaction SMILES: [CH2:1]([O:8][C:9]([NH:11][S:12]([C:15]1[CH:24]=[CH:23][C:18]([C:19]([O:21]C)=[O:20])=[CH:17][CH:16]=1)(=[O:14])=[O:13])=[O:10])[C:2]1[CH:7]=[CH:6][CH:5]=[CH:4][CH:3]=1.[OH-]>CO>[CH2:1]([O:8][C:9]([NH:11][S:12]([C:15]1[CH:16]=[CH:17][C:18]([C:19]([OH:21])=[O:20])=[CH:23][CH:24]=1)(=[O:13])=[O:14])=[O:10])[C:2]1[CH:3]=[CH:4][CH:5]=[CH:6][CH:7]=1. Procedure: A suspension of methyl 4-({[(benzyloxy)carbonyl]amino}-sulfonyl)benzoate (3.38 g) and 85% pottasium hydroxide (1.28 g) in methanol (40 mL) was stirred for 35 minutes. Methanol was evaporated off, and to the mixture was added 1N hydrochloric acid (20 mL). A white crystal was formed, which was collected by filtration and washed with water and diisopropyl ether, and dried under vacuum. 4-({[(Benzyloxy)carbonyl]amino}sulfonyl)benzoic acid was obtained as a white crystal (2.92 g).